Dataset: the Open Reaction Database (ORD), a public repository of structured organic reaction records. Task: describe an organic reaction: reactants, conditions, products, and yield Reactants: C(C1=CC=CC=C1)N1CCNCC1 (benzylpiperazine), ClC1=CC=C(C=N1)S(=O)(=O)Cl (6-chloropyridine-3-sulfonyl chloride). Yields the product C(C1=CC=CC=C1)N1CCN(CC1)S(=O)(=O)C=1C=NC(=CC1)Cl (1-Benzyl-4-[(6-chloropyridine-3-yl)sulfonyl]piperazine). Procedure: To a solution of benzylpiperazine (0.45 mL, 2.59 mmol) in methylene chloride (15 mL), cooled on an ice-bath, was 6-chloropyridine-3-sulfonyl chloride (0.50 g, 2.36 mmol; described in: Naegeli, C. et al. Helv. Chim. Actal. 1938, 21, 1746-1750) dissolved in methylene chloride (10 mL) added slowly. The reaction was stirred for 30 min and the formed white precipitation was filtered and washed with methylene chloride and water affording, after drying, 0.68 g (82% yield) of the title compound: 1H NMR ... As a reaction SMILES: [CH2:1]([N:8]1[CH2:13][CH2:12][NH:11][CH2:10][CH2:9]1)[C:2]1[CH:7]=[CH:6][CH:5]=[CH:4][CH:3]=1.[Cl:14][C:15]1[N:20]=[CH:19][C:18]([S:21](Cl)(=[O:23])=[O:22])=[CH:17][CH:16]=1>C(Cl)Cl>[CH2:1]([N:8]1[CH2:13][CH2:12][N:11]([S:21]([C:18]2[CH:19]=[N:20][C:15]([Cl:14])=[CH:16][CH:17]=2)(=[O:23])=[O:22])[CH2:10][CH2:9]1)[C:2]1[CH:3]=[CH:4][CH:5]=[CH:6][CH:7]=1. Run at time 30 minute. Run in C(Cl)Cl (methylene chloride), C(Cl)Cl (methylene chloride). The yield is 81.9%. Starting materials: COC=1C=C2C(=NC=NC2=CC1OC)N1CCC(CC1)N1C(NC2=CC=C(C=C2C1=O)[N+](=O)[O-])=O (3-[1-(6,7-dimethoxy-4-quinazolinyl)-4-piperidinyl]-1,2,3,4-tetrahydro-6-nitro-2,4-dioxoquinazoline), [N+](=O)([O-])C1=CC=C(CBr)C=C1 (4-nitrobenzyl bromide). The product is COC=1C=C2C(=NC=NC2=CC1OC)N1CCC(CC1)N1C(N(C2=CC=C(C=C2C1=O)[N+](=O)[O-])CC1=CC=C(C=C1)[N+](=O)[O-])=O (3-[1-(6,7-Dimethoxy-4-quinazolinyl)-4-piperidinyl]-1,2,3,4-tetrahydro-6-nitro-1-(4-nitrobenzyl)-2,4-dioxoquinazoline). The yield is 38.0%. RXN SMILES: [CH3:1][O:2][C:3]1[CH:4]=[C:5]2[C:10](=[CH:11][C:12]=1[O:13][CH3:14])[N:9]=[CH:8][N:7]=[C:6]2[N:15]1[CH2:20][CH2:19][CH:18]([N:21]2[C:30](=[O:31])[C:29]3[C:24](=[CH:25][CH:26]=[C:27]([N+:32]([O-:34])=[O:33])[CH:28]=3)[NH:23][C:22]2=[O:35])[CH2:17][CH2:16]1.[N+:36]([C:39]1[CH:46]=[CH:45][C:42]([CH2:43]Br)=[CH:41][CH:40]=1)([O-:38])=[O:37]>>[CH3:1][O:2][C:3]1[CH:4]=[C:5]2[C:10](=[CH:11][C:12]=1[O:13][CH3:14])[N:9]=[CH:8][N:7]=[C:6]2[N:15]1[CH2:20][CH2:19][CH:18]([N:21]2[C:30](=[O:31])[C:29]3[C:24](=[CH:25][CH:26]=[C:27]([N+:32]([O-:34])=[O:33])[CH:28]=3)[N:23]([CH2:43][C:42]3[CH:45]=[CH:46][C:39]([N+:36]([O-:38])=[O:37])=[CH:40][CH:41]=3)[C:22]2=[O:35])[CH2:17][CH2:16]1. Procedure details: The procedure similar to that described in Example 1 was repeated, except that 300 mg (0.63 mmol) of Compound 24 was used and 4-nitrobenzyl bromide was used in place of methyl iodide. As a result, 145.0 mg (yield: 38%) of Compound 11 was obtained as pale yellow crystals. Reactants: ClC1=NC=2N3C(C(N(C2C=N1)C1CCOCC1)=O)COCC3 (2-chloro-5-(tetrahydro-2H-pyran-4-yl)-6a,7,9,10-tetrahydro-[1,4]oxazino[3,4-h]pteridin-6(5H)-one), CNC(=O)NC1=CC=C(C=C1)B1OC(C(O1)(C)C)(C)C (1-methyl-3-(4-(4,4,5,5-tetramethyl-1,3,2-dioxaborolan-2-yl)phenyl)urea), C([O-])(O)=O.[Na+] (sodium bicarbonate). The reagents and catalysts are C1=CC=C(C=C1)P([C-]2C=CC=C2)C3=CC=CC=C3.C1=CC=C(C=C1)P([C-]2C=CC=C2)C3=CC=CC=C3.Cl[Pd]Cl.[Fe+2] (PdCl2(dppf)). Run in O1CCOCC1 (dioxane). Reaction conditions: temperature 100 celsius. Product: CNC(=O)NC1=CC=C(C=C1)C1=NC=2N3C(C(N(C2C=N1)C1CCOCC1)=O)(COCC3)C (1-methyl-3-(4-(6a-methyl-6-oxo-5-(tetrahydro-2H-pyran-4-yl)-5,6,6a,7,9,10-hexahydro-[1,4]oxazino[3,4-h]pteridin-2-yl)phenyl)urea). Isolated yield 28.0%. RXN SMILES: Cl[C:2]1[N:11]=[CH:10][C:9]2[N:8]([CH:12]3[CH2:17][CH2:16][O:15][CH2:14][CH2:13]3)[C:7](=[O:18])[CH:6]3[CH2:19][O:20][CH2:21][CH2:22][N:5]3[C:4]=2[N:3]=1.[CH3:23][NH:24][C:25]([NH:27][C:28]1[CH:33]=[CH:32][C:31](B2OC(C)(C)C(C)(C)O2)=[CH:30][CH:29]=1)=[O:26].[C:43](=O)(O)[O-].[Na+]>O1CCOCC1.C1C=CC(P(C2C=CC=CC=2)[C-]2C=CC=C2)=CC=1.C1C=CC(P(C2C=CC=CC=2)[C-]2C=CC=C2)=CC=1.Cl[Pd]Cl.[Fe+2]>[CH3:23][NH:24][C:25]([NH:27][C:28]1[CH:33]=[CH:32][C:31]([C:2]2[N:11]=[CH:10][C:9]3[N:8]([CH:12]4[CH2:17][CH2:16][O:15][CH2:14][CH2:13]4)[C:7](=[O:18])[C:6]4([CH3:43])[CH2:19][O:20][CH2:21][CH2:22][N:5]4[C:4]=3[N:3]=2)=[CH:30][CH:29]=1)=[O:26] |f:2.3,5.6.7.8|. Procedure: In a microwave reaction vial, 2-chloro-5-(tetrahydro-2H-pyran-4-yl)-6a,7,9,10-tetrahydro-[1,4]oxazino[3,4-h]pteridin-6(5H)-one (0.0258 g, 0.079 mmol), 1-methyl-3-(4-(4,4,5,5-tetramethyl-1,3,2-dioxaborolan-2-yl)phenyl)urea (0.024 g, 0.087 mmol), PdCl2(dppf) (0.012 g, 0.016 mmol) and sodium bicarbonate (saturated solution) (0.3 ml, 0.079 mmol) were suspended in dioxane (0.794 ml). The suspension was heated by microwave irradiation at 100° C. for 1 h. The reaction mixture was cooled and purified by... The reactants are [Al+3], O=Cc1c(Cl)cccc1Oc1ccccc1, [H-], [H-], [H-], [H-], [Li+], [Na+], C1CCOC1, [OH-], O. Product: OCc1c(Cl)cccc1Oc1ccccc1. As a reaction SMILES: [Al+3:23].[Cl:1][c:2]1[c:3]([CH:4]=[O:5])[c:6]([O:10][c:11]2[cH:12][cH:13][cH:14][cH:15][cH:16]2)[cH:7][cH:8][cH:9]1.[H-:22].[H-:25].[H-:26].[H-:27].[Li+:24].[Na+:29].[O:17]1[CH2:18][CH2:19][CH2:20][CH2:21]1.[OH-:28].[OH2:30]>>[Cl:1][c:2]1[c:3]([CH2:4][OH:5])[c:6]([O:10][c:11]2[cH:12][cH:13][cH:14][cH:15][cH:16]2)[cH:7][cH:8][cH:9]1. Reactants: [Cl-].[NH4+] (ammonium chloride), OC1=C2C=CNC2=CC=C1 (4-hydroxyindole), [Si](C)(C)(C(C)(C)C)Cl (t-butyldimethylsilyl chloride), N1C=NC=C1 (imidazole). Run in CN(C=O)C (dimethylformamide). The product is ethyl acetate hexanes, [Si](C)(C)(C(C)(C)C)OC1=C2C=CNC2=CC=C1 (4-t-butyldimethylsilyloxyindole). Yield: 99.7%. Reaction SMILES: [OH:1][C:2]1[CH:10]=[CH:9][CH:8]=[C:7]2[C:3]=1[CH:4]=[CH:5][NH:6]2.[Si:11](Cl)([C:14]([CH3:17])([CH3:16])[CH3:15])([CH3:13])[CH3:12].N1C=CN=C1.[Cl-].[NH4+]>CN(C)C=O>[Si:11]([O:1][C:2]1[CH:10]=[CH:9][CH:8]=[C:7]2[C:3]=1[CH:4]=[CH:5][NH:6]2)([C:14]([CH3:17])([CH3:16])[CH3:15])([CH3:13])[CH3:12] |f:3.4|. Procedure: A solution of 4-hydroxyindole (3.0 g, 22.5 mmol), t-butyldimethylsilyl chloride (5.09 g, 33.8 mmol) and imidazole (3.83 g, 56.3 mmol) in dimethylformamide (60 mL) was stirred at room temperature for 24 hours. Aqueous ammonium chloride was added (100 ml) and extracted several times with ethyl acetate. The organic layers were combined, dried over magnesium sulfate, and evaporated to give a crude oil. Flash chromatography (10% ethyl acetate/hexanes) yielded the desired product (5.55 g, 100%) as a w... The reactants are C(C)(C)[C@H]1N(CCN(C1=O)C1=C(C=C(C(=C1)S(=O)(=O)C)C(=O)OC)[N+](=O)[O-])C(=O)OC(C)(C)C ((R)-tert-butyl 2-isopropyl-4-(4-(methoxycarbonyl)-5-(methylsulfonyl)-2-nitrophenyl)-3-oxopiperazine-1-carboxylate). Reagents/catalysts: [Ni] (Raney Nickel). Run in C1CCOC1 (THF), CO (methanol). Reaction conditions: time 8 hour. The product is NC1=C(C=C(C(=C1)C(=O)OC)S(=O)(=O)C)N1C([C@H](N(CC1)C(=O)OC(C)(C)C)C(C)C)=O ((R)-tert-butyl 4-(2-amino-4-(methoxycarbonyl)-5-(methylsulfonyl)phenyl)-2-isopropyl-3-oxopiperazine-1-carboxylate). Isolated yield 100.0%. RXN SMILES: [CH:1]([C@@H:4]1[C:9](=[O:10])[N:8]([C:11]2[CH:16]=[C:15]([S:17]([CH3:20])(=[O:19])=[O:18])[C:14]([C:21]([O:23][CH3:24])=[O:22])=[CH:13][C:12]=2[N+:25]([O-])=O)[CH2:7][CH2:6][N:5]1[C:28]([O:30][C:31]([CH3:34])([CH3:33])[CH3:32])=[O:29])([CH3:3])[CH3:2]>C1COCC1.CO.[Ni]>[NH2:25][C:12]1[CH:13]=[C:14]([C:21]([O:23][CH3:24])=[O:22])[C:15]([S:17]([CH3:20])(=[O:18])=[O:19])=[CH:16][C:11]=1[N:8]1[CH2:7][CH2:6][N:5]([C:28]([O:30][C:31]([CH3:32])([CH3:33])[CH3:34])=[O:29])[C@H:4]([CH:1]([CH3:2])[CH3:3])[C:9]1=[O:10]. Procedure: To a 1 L round-bottom flask containing (R)-tert-butyl 2-isopropyl-4-(4-(methoxycarbonyl)-5-(methylsulfonyl)-2-nitrophenyl)-3-oxopiperazine-1-carboxylate (26.3 g, 0.0526 mol) in THF (200 mL) and methanol (200 mL) was added Raney Nickel (in H2O, 4 g). The mixture was stirred under H2 (30 psi) at rt overnight. The mixture was filtered and concentrated under vacuum to give (R)-tert-butyl 4-(2-amino-4-(methoxycarbonyl)-5-(methylsulfonyl)phenyl)-2-isopropyl-3-oxopiperazine-1-carboxylate (24.7 g, 100% ...